Dataset: the Open Reaction Database (ORD), a public repository of structured organic reaction records. Task: describe an organic reaction: reactants, conditions, products, and yield The product is ClC1=NC(=C2N(C=NC2=N1)C)Cl (2,6 dichloro-7-methyl-7H-purine), IC (iodomethane). Run in CN(C=O)C (dimethylformamide). Reported procedure: 2,6 dichloro-7-methyl-7H-purine was prepared from theobromine (a-1) in 10% yield following the procedure of Uretskaya, G. Ya., Rybinka, E. I., and Men'shikov, G. P. Zh. Obshch. Ki., 1960, 30, 327 with the modification of N,N, diethylaniline disclosed by Stanovik, B. et at in the Australian Journal of Chemistry, 1981, 34, 1729. 1H NMR was identical in all respects to the material prepared by alkylation of commercially available 2,6 dichloropurine with base and iodomethane. For example, the proced... As a reaction SMILES: N1C(=O)C2N(C)C=NC=2N(C)[C:2]1=O.CCN(C1C=CC=CC=1)CC.[Cl:25][C:26]1[N:34]=[C:33]2[C:29]([NH:30][CH:31]=[N:32]2)=[C:28]([Cl:35])[N:27]=1.[I:36][CH3:37].[H-].[Na+]>CN(C)C=O>[Cl:25][C:26]1[N:34]=[C:33]2[C:29]([N:30]([CH3:2])[CH:31]=[N:32]2)=[C:28]([Cl:35])[N:27]=1.[I:36][CH3:37] |f:4.5|. Isolated yield 10.0%. Starting materials: N1C(=O)N(C)C=2N=CN(C)C2C1=O (theobromine), ClC1=NC(=C2NC=NC2=N1)Cl (2,6 dichloropurine), IC (iodomethane), CCN(CC)C=1C=CC=CC1 (diethylaniline), [H-].[Na+] (NaH). Reactants: COC1=CC=C(COC(=O)C2=C(CS[C@H]3N2C([C@H]3NC(CC3=CC=CC=C3)=O)=O)CCl)C=C1 (7β-phenylacetamido-3-chloromethyl-3-cephem-4-carboxylic acid p-methoxybenzyl ester), C1=CC=C(C=C1)OP(=O)(Cl)Cl (phenylphosphoric dichloride), CN1CCOCC1 (N-methylmorpholin), CN1CCOCC1 (N-methylmorpholin), C(C)(C)(C)OC(=O)NC=1SC=C(N1)C(C(=O)O)=NOC(C)(C)C(=O)OC(C1=CC=CC=C1)C1=CC=CC=C1 (2-(2-t-butoxycarbonylamino-4-thiazolyl)-2-(1-diphenylmethoxycarbonyl-1-methylethoxyimino)acetic acid). The solvent is ClCCl (dichloromethane), C(C)(=O)OCC (ethyl acetate). Product: COC1=CC=C(COC(=O)C2=C(CS[C@H]3N2C([C@H]3NC(C(=NOC(C)(C)C(=O)OC(C3=CC=CC=C3)C3=CC=CC=C3)C=3N=C(SC3)NC(=O)OC(C)(C)C)=O)=O)CCl)C=C1 (7β-[2-(2-t-butoxycarbonylamino-4-thiazolyl)-2-(1-diphenylmethoxycarbonyl-1-methylethoxyimino)acetamido]-3-chloromethyl-3-cephem-4-carboxylic acid p-methoxybenzyl ester). The yield is 83.1%. As a reaction SMILES: [CH3:1][O:2][C:3]1[CH:33]=[CH:32][C:6]([CH2:7][O:8][C:9]([C:11]2[N:16]3[C:17](=[O:29])[C@@H:18]([NH:19]C(=O)CC4C=CC=CC=4)[C@H:15]3[S:14][CH2:13][C:12]=2[CH2:30][Cl:31])=[O:10])=[CH:5][CH:4]=1.CN1CCOCC1.[C:41]([O:45][C:46]([NH:48][C:49]1[S:50][CH:51]=[C:52]([C:54](=[N:58][O:59][C:60]([C:63]([O:65][CH:66]([C:73]2[CH:78]=[CH:77][CH:76]=[CH:75][CH:74]=2)[C:67]2[CH:72]=[CH:71][CH:70]=[CH:69][CH:68]=2)=[O:64])([CH3:62])[CH3:61])[C:55](O)=[O:56])[N:53]=1)=[O:47])([CH3:44])([CH3:43])[CH3:42].C1C=CC(OP(Cl)(Cl)=O)=CC=1>ClCCl.C(OCC)(=O)C>[CH3:1][O:2][C:3]1[CH:4]=[CH:5][C:6]([CH2:7][O:8][C:9]([C:11]2[N:16]3[C:17](=[O:29])[C@@H:18]([NH:19][C:55](=[O:56])[C:54]([C:52]4[N:53]=[C:49]([NH:48][C:46]([O:45][C:41]([CH3:42])([CH3:43])[CH3:44])=[O:47])[S:50][CH:51]=4)=[N:58][O:59][C:60]([C:63]([O:65][CH:66]([C:73]4[CH:78]=[CH:77][CH:76]=[CH:75][CH:74]=4)[C:67]4[CH:68]=[CH:69][CH:70]=[CH:71][CH:72]=4)=[O:64])([CH3:61])[CH3:62])[C@H:15]3[S:14][CH2:13][C:12]=2[CH2:30][Cl:31])=[O:10])=[CH:32][CH:33]=1. Reported procedure: To a suspension of 7β-amino-3-chloromethyl-3-cephem-4-carboxylic acid p-methoxybenzyl ester (1) p-toluenesulfonate (2.705 g: 5 mMol.) in dichloromethane (50 ml) are added N-methylmorpholin (0.55 ml; 1 Eq.) and 2-(2-t-butoxycarbonylamino-4-thiazolyl)-2-(1-diphenylmethoxycarbonyl-1-methylethoxyimino)acetic acid (3.51 g; 1.3 Eq.) at 0° C. and then phenylphosphoric dichloride (0.97 ml; 1.3 Eq.) and N-methylmorpholin (1.65 ml; 3 Eq.) at -40° C., and the mixture is stirred at -40° to -10° C. for 1.5 h... Reactants: C1(=CC=CC=C1)C=1N=NNC1C1=CC=CC=C1 (4,5-diphenyltriazole), BrCCCCCCCCBr (1,8-dibromooctane), C([O-])([O-])=O.[K+].[K+] (potassium carbonate). Solvent: CC(CC)=O (butanone). The product is BrCCCCCCCCN1N=C(C(=N1)C1=CC=CC=C1)C1=CC=CC=C1 (2-(8-bromooctyl)-4,5-diphenyl-triazole). Yield: 54.3%. RXN SMILES: [C:1]1([C:7]2[N:8]=[N:9][NH:10][C:11]=2[C:12]2[CH:17]=[CH:16][CH:15]=[CH:14][CH:13]=2)[CH:6]=[CH:5][CH:4]=[CH:3][CH:2]=1.[Br:18][CH2:19][CH2:20][CH2:21][CH2:22][CH2:23][CH2:24][CH2:25][CH2:26]Br.C(=O)([O-])[O-].[K+].[K+]>CC(=O)CC>[Br:18][CH2:19][CH2:20][CH2:21][CH2:22][CH2:23][CH2:24][CH2:25][CH2:26][N:9]1[N:8]=[C:7]([C:1]2[CH:6]=[CH:5][CH:4]=[CH:3][CH:2]=2)[C:11]([C:12]2[CH:13]=[CH:14][CH:15]=[CH:16][CH:17]=2)=[N:10]1 |f:2.3.4|. Procedure details: A mixture of 4,5-diphenyltriazole (11 g), 1,8-dibromooctane (67.6 g), and potassium carbonate (10.31 g) in dry butanone (300 ml) was heated at reflux temperature for 24 hours. The mixture was filtered and the solvent evaporated to give an oily residue. Distillation to remove 1,8-dibromooctane and column chromatography on silica gel eluted with a hexane:ethyl acetate gradient gave 2-(8-bromooctyl)-4,5-diphenyl-triazole (11.13 g, 54%) as an oil. NMR d (CDCl3) 1.2-1.5 (8H, m, 4×CH2), 1.84 (2H, m, C...